From a dataset of the Open Reaction Database (ORD), a public repository of structured organic reaction records. describe an organic reaction: reactants, conditions, products, and yield Starting materials: ClC1=CC=2C3=C(NC2C=C1)CN(C3)C(C)C (7-chloro-2-i-propyl-1,2,3,4-tetrahydropyrrolo[3,4-b]indole), C([O-])([O-])=O.[Na+].[Na+] (sodium carbonate), BrC1=CC=CC=C1 (bromobenzene), cuprous bromide. The solvent is CN1C(CCC1)=O (N-methyl-2-pyrrolidinone). Yields the product Cl.ClC1=CC=2C3=C(N(C2C=C1)C1=CC=CC=C1)CN(C3)C(C)C (7-chloro-4-phenyl-2-i-propyl-1,2,3,4-tetrahydropyrrolo[3,4-b]indole hydrochloride). Reaction SMILES: [Cl:1][C:2]1[CH:10]=[CH:9][C:8]2[NH:7][C:6]3[CH2:11][N:12]([CH:14]([CH3:16])[CH3:15])[CH2:13][C:5]=3[C:4]=2[CH:3]=1.Br[C:18]1[CH:23]=[CH:22][CH:21]=[CH:20][CH:19]=1.C(=O)([O-])[O-].[Na+].[Na+]>CN1CCCC1=O>[ClH:1].[Cl:1][C:2]1[CH:10]=[CH:9][C:8]2[N:7]([C:18]3[CH:23]=[CH:22][CH:21]=[CH:20][CH:19]=3)[C:6]3[CH2:11][N:12]([CH:14]([CH3:16])[CH3:15])[CH2:13][C:5]=3[C:4]=2[CH:3]=1 |f:2.3.4,6.7|. Procedure details: A mixture of 7.8 g. (33.2 m moles) of 7-chloro-2-i-propyl-1,2,3,4-tetrahydropyrrolo[3,4-b]indole, 18.23 g. (0.116 mole) of bromobenzene, 10.4 g. (0.0364 mole) of cuprous bromide and 4.51 g. (0.0364 mole) sodium carbonate in 125 ml. of N-methyl-2-pyrrolidinone is heated under a nitrogen atmosphere at an internal temperature of 184° C. for 9 hrs. The mixture is cooled, decanted into 300 ml. of water containing 30 ml. of ethylene diamine and sodium chloride and extracted with benzene. The combined ... The reactants are CC(O)c1nnc(N2CCC(c3cc(N(COCC[Si](C)(C)C)COCC[Si](C)(C)C)n4ncc(-c5ccc(-c6ccccc6)nc5)c4n3)CC2)o1, CC#N, O=C1CCC(=O)N1Br. Yields the product CC(O)c1nnc(N2CCC(c3nc4c(-c5ccc(-c6ccccc6)nc5)cnn4c(N(COCC[Si](C)(C)C)COCC[Si](C)(C)C)c3Br)CC2)o1. As a reaction SMILES: [CH3:1][Si:2]([CH2:3][CH2:4][O:5][CH2:6][N:7]([c:8]1[cH:9][c:10]([CH:29]2[CH2:30][CH2:31][N:32]([c:35]3[n:36][n:37][c:38]([CH:40]([CH3:41])[OH:42])[o:39]3)[CH2:33][CH2:34]2)[n:11][c:12]2[n:13]1[n:14][cH:15][c:16]2-[c:17]1[cH:18][n:19][c:20](-[c:23]2[cH:24][cH:25][cH:26][cH:27][cH:28]2)[cH:21][cH:22]1)[CH2:43][O:44][CH2:45][CH2:46][Si:47]([CH3:48])([CH3:49])[CH3:50])([CH3:51])[CH3:52].[CH3:61][C:62]#[N:63].[O:53]=[C:54]1[N:55]([Br:60])[C:56](=[O:57])[CH2:58][CH2:59]1>>[CH3:1][Si:2]([CH2:3][CH2:4][O:5][CH2:6][N:7]([c:8]1[c:9]([Br:60])[c:10]([CH:29]2[CH2:30][CH2:31][N:32]([c:35]3[n:36][n:37][c:38]([CH:40]([CH3:41])[OH:42])[o:39]3)[CH2:33][CH2:34]2)[n:11][c:12]2[n:13]1[n:14][cH:15][c:16]2-[c:17]1[cH:18][n:19][c:20](-[c:23]2[cH:24][cH:25][cH:26][cH:27][cH:28]2)[cH:21][cH:22]1)[CH2:43][O:44][CH2:45][CH2:46][Si:47]([CH3:48])([CH3:49])[CH3:50])([CH3:51])[CH3:52].